This data is from the Open Reaction Database (ORD), a public repository of structured organic reaction records. The task is: describe an organic reaction: reactants, conditions, products, and yield Reactants: O.C1(=CC=C(C=C1)S(=O)(=O)O)C (Para-toluenesulfonic acid monohydrate), C(C1=CC=CC=C1)(=O)O[C@@H]1CC(=C[C@@H]2[C@H]1OC(O2)(C)C)C(=O)OC (methyl (3aR,7R,7aS)-7-(benzoyloxy)-2,2-dimethyl-3a,6,7,7a-tetrahydro-1,3-benzodioxole-5-carboxylate). Solvent: CO (methanol). Reaction conditions: time 8 hour. Product: C(C1=CC=CC=C1)(=O)O[C@@H]1CC(=C[C@H]([C@H]1O)O)C(=O)OC ((1R,5R,6R)-5,6-dihydroxy-3-(methoxycarbonyl)-3-cyclohexen-1-yl benzoate). The yield is 54.0%. Reaction SMILES: O.C1(C)C=CC(S(O)(=O)=O)=CC=1.[C:13]([O:21][C@H:22]1[C@@H:27]2[O:28]C(C)(C)[O:30][C@@H:26]2[CH:25]=[C:24]([C:33]([O:35][CH3:36])=[O:34])[CH2:23]1)(=[O:20])[C:14]1[CH:19]=[CH:18][CH:17]=[CH:16][CH:15]=1>CO>[C:13]([O:21][C@H:22]1[C@H:27]([OH:28])[C@H:26]([OH:30])[CH:25]=[C:24]([C:33]([O:35][CH3:36])=[O:34])[CH2:23]1)(=[O:20])[C:14]1[CH:15]=[CH:16][CH:17]=[CH:18][CH:19]=1 |f:0.1|. Reported procedure: Para-toluenesulfonic acid monohydrate (100 mg, 0.526 mmol) was added to a room temperature solution of Example 13D in methanol (50 mL). After stirring overnight, the reaction mixture was concentrated and the concentrate was purified by flash chromatography using ethyl acetate to afford 0.90 g (54%) of the desired product as a colorless oil.